From a dataset of the Open Reaction Database (ORD), a public repository of structured organic reaction records. describe an organic reaction: reactants, conditions, products, and yield Starting materials: CCCCO, CCN(C(C)C)C(C)C, CC(N)c1cc2cccc(Cl)c2nc1-c1ccccn1, Nc1ncc(Cl)c(Cl)n1. Product: CC(Nc1nc(N)ncc1Cl)c1cc2cccc(Cl)c2nc1-c1ccccn1. As a reaction SMILES: [CH2:39]([OH:40])[CH2:41][CH2:42][CH3:43].[CH:21]([N:22]([CH2:23][CH3:24])[CH:25]([CH3:26])[CH3:27])([CH3:28])[CH3:29].[Cl:1][c:2]1[cH:3][cH:4][cH:5][c:6]2[cH:7][c:8]([CH:18]([CH3:19])[NH2:20])[c:9](-[c:12]3[n:13][cH:14][cH:15][cH:16][cH:17]3)[n:10][c:11]12.[Cl:30][c:31]1[n:32][c:33]([NH2:38])[n:34][cH:35][c:36]1[Cl:37]>>[Cl:1][c:2]1[cH:3][cH:4][cH:5][c:6]2[cH:7][c:8]([CH:18]([CH3:19])[NH:20][c:31]3[n:32][c:33]([NH2:38])[n:34][cH:35][c:36]3[Cl:37])[c:9](-[c:12]3[n:13][cH:14][cH:15][cH:16][cH:17]3)[n:10][c:11]12. Reactants: [Cl-].[Li+] (lithium chloride), C([O-])([O-])=O.[Na+].[Na+] (sodium carbonate), CN1C2C=C(CC1CC2)OS(=O)(=O)C(F)(F)F (8-Methyl-3-trifluoromethylsulphonyloxy-8-azabicyclo[3.2.1]oct-2-ene), [N+](=O)([O-])C=1C=C(C=CC1)B(O)O (3-nitrobenzeneboronic acid). Reagents/catalysts: C=1C=CC(=CC1)[P](C=2C=CC=CC2)(C=3C=CC=CC3)[Pd]([P](C=4C=CC=CC4)(C=5C=CC=CC5)C=6C=CC=CC6)([P](C=7C=CC=CC7)(C=8C=CC=CC8)C=9C=CC=CC9)[P](C=1C=CC=CC1)(C=1C=CC=CC1)C=1C=CC=CC1 (Pd(PPh3)4). The solvent is COCCOC (DME). Reaction conditions: time 4.5 hour. Product: CN1C2C=C(CC1CC2)C2=CC(=CC=C2)[N+](=O)[O-] (8-Methyl-3-(3-nitrophenyl)-8-azabicyclo[3.2.1]oct-2-ene). Yield: 40.7%. Reaction SMILES: [CH3:1][N:2]1[CH:7]2[CH2:8][CH2:9][CH:3]1[CH:4]=[C:5](OS(C(F)(F)F)(=O)=O)[CH2:6]2.[Cl-].[Li+].[N+:20]([C:23]1[CH:24]=[C:25](B(O)O)[CH:26]=[CH:27][CH:28]=1)([O-:22])=[O:21].C(=O)([O-])[O-].[Na+].[Na+]>COCCOC.C1C=CC([P]([Pd]([P](C2C=CC=CC=2)(C2C=CC=CC=2)C2C=CC=CC=2)([P](C2C=CC=CC=2)(C2C=CC=CC=2)C2C=CC=CC=2)[P](C2C=CC=CC=2)(C2C=CC=CC=2)C2C=CC=CC=2)(C2C=CC=CC=2)C2C=CC=CC=2)=CC=1>[CH3:1][N:2]1[CH:7]2[CH2:8][CH2:9][CH:3]1[CH:4]=[C:5]([C:27]1[CH:26]=[CH:25][CH:24]=[C:23]([N+:20]([O-:22])=[O:21])[CH:28]=1)[CH2:6]2 |f:1.2,4.5.6,^1:47,49,68,87|. Procedure details: 8-Methyl-3-trifluoromethylsulphonyloxy-8-azabicyclo[3.2.1]oct-2-ene (D9) (0.400 g, 1.48 mmol) was dissolved in DME (10 ml) and lithium chloride (0.188 g, 4.44 mmol) was added followed by 3-nitrobenzeneboronic acid (0.284 g, 1.70 mmol), and 2M sodium carbonate solution (4 ml). Argon was then bubbled through the mixture and after 5 minutes Pd(PPh3)4 (0.086 g, 0.074 mmol) was added. The mixture was then heated to reflux with stirring. After 4.5 h the reaction mixture was allowed to cool and was lef...